This data is from the Open Reaction Database (ORD), a public repository of structured organic reaction records. The task is: describe an organic reaction: reactants, conditions, products, and yield Reactants: C(C)OC([C@H](CC1=CC=C(C=C1)OCC(=O)O)OC)=O ((2S)-3-(4-carboxymethoxy-phenyl)-2-methoxy-propionic acid ethyl ester), FC1=CC2=C(N=C(S2)N)C=C1 (6-fluoro-benzothiazol-2-ylamine), C(C)O[C@H](C(=O)O)CC1=CC=C(C=C1)O[C@H](C)C(NCCC1=CC=C(C=C1)OC1=CC=CC=C1)=O ((2S,1R)-2-ethoxy-3-(4-{1-[2-(4-phenoxy-phenyl)-ethylcarbamoyl]-ethoxy}-phenyl)-propionic acid). Product: FC1=CC2=C(N=C(S2)NC(=O)COC2=CC=C(C=C2)C[C@@H](C(=O)O)OC)C=C1 ((2S)-3-{4-[(6-fluoro-benzothiazol-2-ylcarbamoyl)-methoxy]-phenyl}-2-methoxy-propionic acid). As a reaction SMILES: C([O:3][C:4](=[O:20])[C@@H:5]([O:18][CH3:19])[CH2:6][C:7]1[CH:12]=[CH:11][C:10]([O:13][CH2:14][C:15]([OH:17])=O)=[CH:9][CH:8]=1)C.[F:21][C:22]1[CH:31]=[CH:30][C:25]2[N:26]=[C:27]([NH2:29])[S:28][C:24]=2[CH:23]=1.C(O[C@@H](CC1C=CC(O[C@@H](C(=O)NCCC2C=CC(OC3C=CC=CC=3)=CC=2)C)=CC=1)C(O)=O)C>>[F:21][C:22]1[CH:31]=[CH:30][C:25]2[N:26]=[C:27]([NH:29][C:15]([CH2:14][O:13][C:10]3[CH:9]=[CH:8][C:7]([CH2:6][C@H:5]([O:18][CH3:19])[C:4]([OH:3])=[O:20])=[CH:12][CH:11]=3)=[O:17])[S:28][C:24]=2[CH:23]=1. Reported procedure: The title compound was prepared from (2S)-3-(4-carboxymethoxy-phenyl)-2-methoxy-propionic acid ethyl ester (PREPARATION 3, step 2) and 6-fluoro-benzothiazol-2-ylamine via the same procedure used for the preparation of (2S,1R)-2-ethoxy-3-(4-{1-[2-(4-phenoxy-phenyl)-ethylcarbamoyl]-ethoxy}-phenyl)-propionic acid (Example 1, step 3) to produce a colorless oil. MS (ES) for C19H17FN2O5S [M+H]+: 405. Product: NC1=C2N=C(N(C2=NC(=N1)SC(C)C)CC1=CC=CC=C1)Br (6-Amino-9-benzyl-8-bromo-2-(isopropylthio)purine). The reactants are NC1=C2N=CN(C2=NC(=N1)SC(C)C)CC1=CC=CC=C1 (6-Amino-9-benzyl-2-(isopropylthio)purine), BrBr (bromine), S(=S)(=O)([O-])[O-].[Na+].[Na+] (sodium thiosulfate). Isolated yield 26.0%. Reported procedure: 6-Amino-9-benzyl-2-(isopropylthio)purine (60 mg, 0.20 mmol) and bromine (0.4 ml) were dissolved in 85 ml of methylene chloride and the solution was stirred at room temperature for 2 hours. Aqueous sodium thiosulfate was added to the reaction mixture. The organic layer was separated, dried on magnesium sulfate and filtered. The solvent in the filtrate was evaporated in vacuo. The residue was purified with silica gel chromatography (1% methanol/chloroform) to give the subject compound (20 mg, yiel... Reaction conditions: time 2 hour. As a reaction SMILES: [NH2:1][C:2]1[N:10]=[C:9]([S:11][CH:12]([CH3:14])[CH3:13])[N:8]=[C:7]2[C:3]=1[N:4]=[CH:5][N:6]2[CH2:15][C:16]1[CH:21]=[CH:20][CH:19]=[CH:18][CH:17]=1.[Br:22]Br.S([O-])([O-])(=O)=S.[Na+].[Na+]>C(Cl)Cl>[NH2:1][C:2]1[N:10]=[C:9]([S:11][CH:12]([CH3:14])[CH3:13])[N:8]=[C:7]2[C:3]=1[N:4]=[C:5]([Br:22])[N:6]2[CH2:15][C:16]1[CH:21]=[CH:20][CH:19]=[CH:18][CH:17]=1 |f:2.3.4|. Solvent: C(Cl)Cl (methylene chloride).